Dataset: the Open Reaction Database (ORD), a public repository of structured organic reaction records. Task: describe an organic reaction: reactants, conditions, products, and yield The reactants are CCOC(=O)c1ccc(Br)c(OC)c1Br, O=C([O-])[O-], CS, [K+], [K+], CN(C)C=O, O. The product is CCOC(=O)c1ccc(Br)c(OC)c1SC. Reaction SMILES: [Br:3][c:4]1[c:5]([C:6](=[O:7])[O:8][CH2:9][CH3:10])[cH:11][cH:12][c:13]([Br:17])[c:14]1[O:15][CH3:16].[C:18](=[O:19])([O-:20])[O-:21].[CH3:1][SH:2].[K+:22].[K+:23].[O:25]=[CH:26][N:27]([CH3:28])[CH3:29].[OH2:24]>>[CH3:1][S:2][c:4]1[c:5]([C:6](=[O:7])[O:8][CH2:9][CH3:10])[cH:11][cH:12][c:13]([Br:17])[c:14]1[O:15][CH3:16]. Conditions: temperature 70 celsius. Starting materials: BrC1=CC=C(CN2CCCC2)C=C1 (4-bromobenzyl-pyrrolidine), P(C(C)(C)C)(C(C)(C)C)C(C)(C)C (t-Bu3P), C(C1=CC=CC=C1)N (benzylamine). The reagents and catalysts are C=1C=CC(=CC1)/C=C/C(=O)/C=C/C2=CC=CC=C2.C=1C=CC(=CC1)/C=C/C(=O)/C=C/C2=CC=CC=C2.C=1C=CC(=CC1)/C=C/C(=O)/C=C/C2=CC=CC=C2.[Pd].[Pd] (Pd2(dba)3). The solvent is C1(=CC=CC=C1)C (toluene). Procedure: The mixture of 4-bromobenzyl-pyrrolidine (1 equiv, 120 mg), Pd2(dba)3 (2.0% equiv, 9.15 mg), t-Bu3P (1.6% equiv, 1.6 mg), benzylamine (1 equiv, 53.6 mg) and NaOtBu3 (1.5 equiv, 72 mg) in toluene (5 mL) was heated at 70° C. for 8 h. As a reaction SMILES: Br[C:2]1[CH:13]=[CH:12][C:5]([CH2:6][N:7]2[CH2:11][CH2:10][CH2:9][CH2:8]2)=[CH:4][CH:3]=1.P(C(C)(C)C)(C(C)(C)C)C(C)(C)C.[CH2:27]([NH2:34])[C:28]1[CH:33]=[CH:32][CH:31]=[CH:30][CH:29]=1>C1(C)C=CC=CC=1.C1C=CC(/C=C/C(/C=C/C2C=CC=CC=2)=O)=CC=1.C1C=CC(/C=C/C(/C=C/C2C=CC=CC=2)=O)=CC=1.C1C=CC(/C=C/C(/C=C/C2C=CC=CC=2)=O)=CC=1.[Pd].[Pd]>[CH2:27]([NH:34][C:2]1[CH:13]=[CH:12][C:5]([CH2:6][N:7]2[CH2:11][CH2:10][CH2:9][CH2:8]2)=[CH:4][CH:3]=1)[C:28]1[CH:33]=[CH:32][CH:31]=[CH:30][CH:29]=1 |f:4.5.6.7.8|. Product: C(C1=CC=CC=C1)NC1=CC=C(C=C1)CN1CCCC1 (Benzyl-(4pyrrolidin1-ylmethyl-phenyl)-amine). Starting materials: N1C=NC2=C1C=CC(=C2)N (1H-Benzoimidazol-5-ylamine), FC1=C(C=O)C=C(C=C1F)F (2,3,5 Trifluorobenzaldehyde), C(C)OC(C(CC1=CC=CC=C1)=O)=O (2-Oxo-3-phenyl-propionic acid ethyl ester). Solvent: C(C)O (ethanol). Reaction conditions: temperature 50 celsius, time 24 hour. Yields the product N1C=NC2=C1C=CC(=C2)N2C(C(=C(C2C2=C(C(=CC(=C2)F)F)F)C2=CC=CC=C2)O)=O (1-(1H-Benzoimidazol-5-yl)-3-hydroxy-4-phenyl-5-(2,3,5-trifluoro-phenyl)-1,5-dihydro-pyrrol-2-one). Reaction SMILES: [NH:1]1[C:5]2[CH:6]=[CH:7][C:8]([NH2:10])=[CH:9][C:4]=2[N:3]=[CH:2]1.[F:11][C:12]1[C:19]([F:20])=[CH:18][C:17]([F:21])=[CH:16][C:13]=1[CH:14]=O.C([O:24][C:25](=O)[C:26](=[O:34])[CH2:27][C:28]1[CH:33]=[CH:32][CH:31]=[CH:30][CH:29]=1)C>C(O)C>[NH:1]1[C:5]2[CH:6]=[CH:7][C:8]([N:10]3[CH:14]([C:13]4[CH:16]=[C:17]([F:21])[CH:18]=[C:19]([F:20])[C:12]=4[F:11])[C:27]([C:28]4[CH:29]=[CH:30][CH:31]=[CH:32][CH:33]=4)=[C:26]([OH:34])[C:25]3=[O:24])=[CH:9][C:4]=2[N:3]=[CH:2]1. Procedure details: 1H-Benzoimidazol-5-ylamine (1 mmol) and 2,3,5 Trifluorobenzaldehyde (1 mmol) were added to ethanol (5 ml). After 30 min 2-Oxo-3-phenyl-propionic acid ethyl ester (1 mmol) was added. The reaction was heated to 50° C. and stirred for 24 h. After evaporation of the solvent the residue was purified with chromatographic methods.